From a dataset of the Open Reaction Database (ORD), a public repository of structured organic reaction records. describe an organic reaction: reactants, conditions, products, and yield Reactants: NC1=CC(=C(C=C1)N1C[C@@H](CC1)O)OC ((R)-1-(4-amino-2-methoxyphenyl)pyrrolidin-3-ol), ClC1=CC=C(C=C1)C=1C=C(NC1)C(=O)O (4-(4-chlorophenyl)-1H-pyrrole-2-carboxylic acid). Product: ClC1=CC=C(C=C1)C=1C=C(NC1)C(=O)NC1=CC(=C(C=C1)N1C[C@@H](CC1)O)OC ((R)-4-(4-chlorophenyl)-N-(4-(3-hydroxypyrrolidin-1-yl)-3-methoxyphenyl)-1H-pyrrole-2-carboxamide). As a reaction SMILES: [NH2:1][C:2]1[CH:7]=[CH:6][C:5]([N:8]2[CH2:12][CH2:11][C@@H:10]([OH:13])[CH2:9]2)=[C:4]([O:14][CH3:15])[CH:3]=1.[Cl:16][C:17]1[CH:22]=[CH:21][C:20]([C:23]2[CH:24]=[C:25]([C:28](O)=[O:29])[NH:26][CH:27]=2)=[CH:19][CH:18]=1>>[Cl:16][C:17]1[CH:22]=[CH:21][C:20]([C:23]2[CH:24]=[C:25]([C:28]([NH:1][C:2]3[CH:7]=[CH:6][C:5]([N:8]4[CH2:12][CH2:11][C@@H:10]([OH:13])[CH2:9]4)=[C:4]([O:14][CH3:15])[CH:3]=3)=[O:29])[NH:26][CH:27]=2)=[CH:19][CH:18]=1. Procedure: (R)-1-(4-amino-2-methoxyphenyl)pyrrolidin-3-ol, preparation described in Patent WO 2005/042541, was converted to the title compound (48 mg) by acylation with 4-(4-chlorophenyl)-1H-pyrrole-2-carboxylic acid (30 mg) following the procedure described in step C of Example 1. MS (ESI) 412 (M+H)+. The reactants are CN1CC2=C(NC=3C=CC(=CC23)C)CC1 (2,3,4,5-tetrahydro-2,8-dimethyl-1H-pyrido[4,3-b]indole), COC1=NC=C(C=C1)C=C (2-methoxy-5-vinylpyridine), [OH-].[K+] (KOH), CN1CCCC1=O (NMP). Product: C(C)OC1=CC=C(C=N1)CCN1C2=C(C=3C=C(C=CC13)C)CN(CC2)C (5-(2-(6-ethoxypyridin-3-yl)ethyl)-2,3,4,5-tetrahydro-2,8-dimethyl-1H-pyrido[4,3-b]indole). RXN SMILES: [CH3:1][N:2]1[CH2:15][CH2:14][C:5]2[NH:6][C:7]3[CH:8]=[CH:9][C:10]([CH3:13])=[CH:11][C:12]=3[C:4]=2[CH2:3]1.[CH3:16][O:17][C:18]1[CH:23]=[CH:22][C:21]([CH:24]=[CH2:25])=[CH:20][N:19]=1.[OH-].[K+].[CH3:28]N1C(=O)CCC1>>[CH2:16]([O:17][C:18]1[N:19]=[CH:20][C:21]([CH2:24][CH2:25][N:6]2[C:7]3[CH:8]=[CH:9][C:10]([CH3:13])=[CH:11][C:12]=3[C:4]3[CH2:3][N:2]([CH3:1])[CH2:15][CH2:14][C:5]2=3)=[CH:22][CH:23]=1)[CH3:28] |f:2.3|. Procedure details: The title compound is prepared from a mixture of 2,3,4,5-tetrahydro-2,8-dimethyl-1H-pyrido[4,3-b]indole, 2-methoxy-5-vinylpyridine and KOH (5-7 equiv) in NMP at a temperature ranging between 25 deg C. to 100 deg C. The product obtained is isolated by preparative HPLC.